This data is from the Open Reaction Database (ORD), a public repository of structured organic reaction records. The task is: describe an organic reaction: reactants, conditions, products, and yield Solvent: O (water). RXN SMILES: [C:1]([C:3]1[C:4]([NH2:19])=[N:5][CH:6]=[CH:7][C:8]=1[O:9][C:10]1[CH:15]=[CH:14][C:13]([N+:16]([O-])=O)=[CH:12][CH:11]=1)#[CH:2].[Cl-].[NH4+].CN(C)C=O.C(O)C>[Fe].O>[NH2:16][C:13]1[CH:14]=[CH:15][C:10]([O:9][C:8]2[CH:7]=[CH:6][N:5]=[C:4]([NH2:19])[C:3]=2[C:1]#[CH:2])=[CH:11][CH:12]=1 |f:1.2|. Starting materials: C(#C)C=1C(=NC=CC1OC1=CC=C(C=C1)[N+](=O)[O-])N (3-(1-Ethynyl)-4-(4-nitrophenoxy)-2-pyridineamine), [Cl-].[NH4+] (ammonium chloride), CN(C=O)C (dimethylformamide), C(C)O (ethanol). Procedure details: 3-(1-Ethynyl)-4-(4-nitrophenoxy)-2-pyridineamine (400 mg), iron powder (800 mg), ammonium chloride (1.6 g), dimethylformamide (3 ml), ethanol (1 ml) and water (1 ml) were stirred at 100° C. for 30 minutes. The mixture was filtered with celite, and then water and ethyl acetate were added to the filtrate for extraction. The organic layer was washed 5 times with ammonium chloride water and then dried over magnesium sulfate. The drying agent was filtered off and the solvent was distilled off under r... The reagents and catalysts are [Fe] (iron). Yields the product NC1=CC=C(OC2=C(C(=NC=C2)N)C#C)C=C1 (4-(4-Aminophenoxy)-3-(1-ethynyl)-2-pyridineamine). Reactants: N12CCCCCC2=NCCC1 (1,8-diazabicyclo[5.4.0]undec-7-ene), C(CC)C=1C[C@H]2CC([C@H]2C1)=CC(=O)OC(C)(C)C (Tert-butyl(±)-(1S,5R)-3-propyl-bicyclo[3.2.0]hept-3-en-6-ylideneacetate), [N+](=O)([O-])C (nitromethane), P(=O)(O)(O)[O-].[K+] (potassium dihydrogen phosphate). Run at temperature 55 celsius, time 8 hour. Product: C(CC)C=1C[C@H]2C[C@@]([C@H]2C1)(C[N+](=O)[O-])CC(=O)OC(C)(C)C (Tert-butyl(±)-[(1S,5R,6R)-3-propyl-6-(nitromethyl)bicyclo[3.2.0]hept-3-en-6-yl]acetate). RXN SMILES: [CH2:1]([C:4]1[CH2:5][C@@H:6]2[C@H:9]([CH:10]=1)[C:8](=[CH:11][C:12]([O:14][C:15]([CH3:18])([CH3:17])[CH3:16])=[O:13])[CH2:7]2)[CH2:2][CH3:3].N12CCCN=C1CCCCC2.P([O-])(O)(O)=O.[K+].[N+:36]([CH3:39])([O-:38])=[O:37]>>[CH2:1]([C:4]1[CH2:5][C@@H:6]2[C@H:9]([CH:10]=1)[C@@:8]([CH2:11][C:12]([O:14][C:15]([CH3:17])([CH3:16])[CH3:18])=[O:13])([CH2:39][N+:36]([O-:38])=[O:37])[CH2:7]2)[CH2:2][CH3:3] |f:2.3|. Procedure: Tert-butyl(±)-(1S,5R)-3-propyl-bicyclo[3.2.0]hept-3-en-6-ylideneacetate (1.81 g, 7.29 mmol) was dissolved in nitromethane (7 mL). To the solution, 1,8-diazabicyclo[5.4.0]undec-7-ene (1.5 mL, 10.2 mmol) was added, and the mixture was heated with stirring at 50 to 60° C. for 8 hours. The mixture was allowed to cool, and a saturated aqueous solution of potassium dihydrogen phosphate was then added thereto, followed by extraction with ethyl acetate. Then, the organic layer was dried over anhydrous m... The reactants are FC=1C=C(C(=O)O)C=CC1F (3,4-difluorobenzoic acid), NC=1C=CC(=NC1)OC1=C(C=CC=C1)C(C)=O (1-{2-[(5-amino-2-pyridinyl)oxy]phenyl}-1-ethanone). Yields the product NC=1C=CC(=NC1)OC1=C2CCC(C2=CC=C1)=O (4-[(5-amino-2-pyridinyl)oxy]-1-indanone). Reaction SMILES: FC1C=C(C=CC=1F)[C:5](O)=[O:6].[NH2:12][C:13]1[CH:14]=[CH:15][C:16]([O:19][C:20]2[CH:25]=[CH:24][CH:23]=[CH:22][C:21]=2[C:26](=O)[CH3:27])=[N:17][CH:18]=1>>[NH2:12][C:13]1[CH:14]=[CH:15][C:16]([O:19][C:20]2[CH:25]=[CH:24][CH:23]=[C:22]3[C:21]=2[CH2:26][CH2:27][C:5]3=[O:6])=[N:17][CH:18]=1. Reported procedure: According to the same manner as that described in Example 1 except for using an equimolar amount of 3,4-difluorobenzoic acid in place of 3,4-dichlorobenzoic acid and using an equimolar amount of 1-{2-[(5-amino-2-pyridinyl)oxy]phenyl}-1-ethanone obtained in Reference Example 23 in place of 4-[(5-amino-2-pyridinyl)oxy]-1-indanone, the reaction was carried out to obtain the titled compound. Reactants: Brc1cc2ncnc(Nc3ccc4[nH]ccc4c3)c2s1, COc1ccc(B(O)O)cc1, CS(C)=O. The product is COc1ccc(-c2cc3ncnc(Nc4ccc5[nH]ccc5c4)c3s2)cc1. Reaction SMILES: [Br:12][c:13]1[cH:14][c:15]2[n:16][cH:17][n:18][c:19]([NH:22][c:23]3[cH:24][c:25]4[cH:26][cH:27][nH:28][c:29]4[cH:30][cH:31]3)[c:20]2[s:21]1.[CH3:1][O:2][c:3]1[cH:4][cH:5][c:6]([B:9]([OH:10])[OH:11])[cH:7][cH:8]1.[CH3:32][S:33]([CH3:34])=[O:35]>>[CH3:1][O:2][c:3]1[cH:4][cH:5][c:6](-[c:13]2[cH:14][c:15]3[n:16][cH:17][n:18][c:19]([NH:22][c:23]4[cH:24][c:25]5[cH:26][cH:27][nH:28][c:29]5[cH:30][cH:31]4)[c:20]3[s:21]2)[cH:7][cH:8]1. The reactants are CCCc1nc(C)n2c(=O)[nH]c(-c3ccccc3OCC)nc12, CN1CCNCC1, ClCCl, O=S(=O)(Cl)Cl. Product: CCCc1nc(C)n2c(=O)[nH]c(-c3cc(S(=O)(=O)N4CCN(C)CC4)ccc3OCC)nc12. As a reaction SMILES: [CH2:13]([CH3:14])[O:15][c:16]1[c:17](-[c:22]2[n:23][c:24]3[n:25]([c:26](=[O:28])[nH:27]2)[c:29]([CH3:35])[n:30][c:31]3[CH2:32][CH2:33][CH3:34])[cH:18][cH:19][cH:20][cH:21]1.[CH3:1][N:2]1[CH2:3][CH2:4][NH:5][CH2:6][CH2:7]1.[Cl:36][CH2:37][Cl:38].[S:8](=[O:9])(=[O:10])([Cl:11])[Cl:12]>>[CH3:1][N:2]1[CH2:3][CH2:4][N:5]([S:8](=[O:9])(=[O:10])[c:19]2[cH:18][c:17](-[c:22]3[n:23][c:24]4[n:25]([c:26](=[O:28])[nH:27]3)[c:29]([CH3:35])[n:30][c:31]4[CH2:32][CH2:33][CH3:34])[c:16]([O:15][CH2:13][CH3:14])[cH:21][cH:20]2)[CH2:6][CH2:7]1. Starting materials: CC(Br)C(=O)c1ccc(Cl)cc1Cl, O=C([O-])[O-], CCc1cc(O)[nH]n1, [Cs+], [Cs+], CN(C)C=O. The product is CCc1cc(OC(C)C(=O)c2ccc(Cl)cc2Cl)[nH]n1. RXN SMILES: [Br:15][CH:16]([C:17](=[O:18])[c:19]1[c:20]([Cl:26])[cH:21][c:22]([Cl:25])[cH:23][cH:24]1)[CH3:27].[C:9](=[O:10])([O-:11])[O-:12].[CH2:1]([CH3:2])[c:3]1[cH:4][c:5]([OH:8])[nH:6][n:7]1.[Cs+:13].[Cs+:14].[O:28]=[CH:29][N:30]([CH3:31])[CH3:32]>>[CH2:1]([CH3:2])[c:3]1[cH:4][c:5]([O:8][CH:16]([C:17](=[O:18])[c:19]2[c:20]([Cl:26])[cH:21][c:22]([Cl:25])[cH:23][cH:24]2)[CH3:27])[nH:6][n:7]1.